This data is from the Open Reaction Database (ORD), a public repository of structured organic reaction records. The task is: describe an organic reaction: reactants, conditions, products, and yield Reactants: C(C)(C)O (isopropanol), C(C)O (ethanol), ClC1=NC=2C=CC=CC2C2=C1N=C(N2CCN2CCN(CC2)C(=O)OC(C)(C)C)C2=CC=CC=C2 (tert-butyl 4-[2-(4-chloro-2-phenyl-1H-imidazo-[4,5-c]quinolin-1-yl)ethyl]-1-piperazinecarboxylate), CS(=O)(=O)O (methanesulfonic acid). Run in ClCCCl (1,2-dichloroethane). Conditions: time 5 minute. Product: CS(=O)(=O)O.ClC1=NC=2C=CC=CC2C2=C1N=C(N2CCN2CCNCC2)C2=CC=CC=C2 (4-Chloro-2-phenyl-1-[2-(1-piperazinyl)ethyl]-1H-imidazo[4,5-c]quinoline Methanesulfonate). RXN SMILES: [Cl:1][C:2]1[C:11]2[N:12]=[C:13]([C:30]3[CH:35]=[CH:34][CH:33]=[CH:32][CH:31]=3)[N:14]([CH2:15][CH2:16][N:17]3[CH2:22][CH2:21][N:20](C(OC(C)(C)C)=O)[CH2:19][CH2:18]3)[C:10]=2[C:9]2[CH:8]=[CH:7][CH:6]=[CH:5][C:4]=2[N:3]=1.C(O)(C)C.C(O)C.[CH3:43][S:44]([OH:47])(=[O:46])=[O:45]>ClCCCl>[CH3:43][S:44]([OH:47])(=[O:46])=[O:45].[Cl:1][C:2]1[C:11]2[N:12]=[C:13]([C:30]3[CH:35]=[CH:34][CH:33]=[CH:32][CH:31]=3)[N:14]([CH2:15][CH2:16][N:17]3[CH2:18][CH2:19][NH:20][CH2:21][CH2:22]3)[C:10]=2[C:9]2[CH:8]=[CH:7][CH:6]=[CH:5][C:4]=2[N:3]=1 |f:5.6|. Procedure: To a solution of 1.20 g of tert-butyl 4-[2-(4-chloro-2-phenyl-1H-imidazo-[4,5-c]quinolin-1-yl)ethyl]-1-piperazinecarboxylate in 12 ml of 1,2-dichloroethane, 1.2 ml of methanesulfonic acid was added, and the mixture was stirred at room temperature for 5 minutes. The reaction mixture was added with isopropanol and ethanol, and the precipitated crystals were collected by filtration to give 1.24 g of colorless crystals. Recrystallization from methanol gave colorless crystals having the melting point...